Dataset: the Open Reaction Database (ORD), a public repository of structured organic reaction records. Task: describe an organic reaction: reactants, conditions, products, and yield The reactants are C(C(=O)Cl)(=O)Cl (oxalyl chloride), CS(=O)C (DMSO), C(C)(C)N(C(C)C)CC (N,N-diisopropylethylamine), CC(CC1=CC=C(C=C1)C1=NC(=NO1)C1=CC=C(C=C1)CO)C (4-(5-(4-(2-Methylpropyl)phenyl)-1,2,4-oxadiazol-3-yl)phenylmethanol). The solvent is ClCCl (dichloromethane). The product is CC(CC1=CC=C(C=C1)C1=NC(=NO1)C1=CC=C(C=O)C=C1)C (4-(5-(4-(2-Methylpropyl)phenyl)-1,2,4-oxadiazol-3-yl)benzaldehyde). The yield is 72.6%. Reaction SMILES: C(Cl)(=O)C(Cl)=O.CS(C)=O.[CH3:11][CH:12]([CH3:33])[CH2:13][C:14]1[CH:19]=[CH:18][C:17]([C:20]2[O:24][N:23]=[C:22]([C:25]3[CH:30]=[CH:29][C:28]([CH2:31][OH:32])=[CH:27][CH:26]=3)[N:21]=2)=[CH:16][CH:15]=1.C(N(CC)C(C)C)(C)C>ClCCl>[CH3:11][CH:12]([CH3:33])[CH2:13][C:14]1[CH:15]=[CH:16][C:17]([C:20]2[O:24][N:23]=[C:22]([C:25]3[CH:30]=[CH:29][C:28]([CH:31]=[O:32])=[CH:27][CH:26]=3)[N:21]=2)=[CH:18][CH:19]=1. Procedure: A solution of 9.8 mL (112.4 mmol) of oxalyl chloride in 300 mL of dichloromethane was treated with 12 mL (168.6 mmol) of DMSO at −78° C. To the reaction mixture, 16.5 g of 4-(5-(4-(2-methylpropyl)phenyl)-1,2,4-oxadiazol-3-yl)phenylmethanol (from Step B) was added followed by 78 mL (450 mmol) of N,N-diisopropylethylamine at −78° C. The reaction mixture was allowed to warm to rt over 1 h. Dichloromethane was removed under reduced pressure and the residue was partitioned between ethyl acetate and 0... The reactants are CS(=O)(=O)O, COc1ccc(C(Sc2ccccc2N)C(O)C(N)=O)cc1, Cc1ccccc1C. The product is COc1ccc(C2Sc3ccccc3NC(=O)C2O)cc1. RXN SMILES: [CH3:23][S:24](=[O:25])(=[O:26])[OH:27].[NH2:1][c:2]1[c:3]([S:8][CH:9]([CH:10]([C:11](=[O:12])[NH2:13])[OH:14])[c:15]2[cH:16][cH:17][c:18]([O:21][CH3:22])[cH:19][cH:20]2)[cH:4][cH:5][cH:6][cH:7]1.[c:28]1([CH3:29])[c:30]([CH3:31])[cH:32][cH:33][cH:34][cH:35]1>>[c:2]12[c:3]([cH:4][cH:5][cH:6][cH:7]1)[S:8][CH:9]([c:15]1[cH:16][cH:17][c:18]([O:21][CH3:22])[cH:19][cH:20]1)[CH:10]([OH:14])[C:11](=[O:12])[NH:13]2. Reactants: [Cl-].[NH4+] (ammonium chloride), ClC=1C=C2C(=C(NC2=CC1)C(=O)OCC)C=1SC=CC1 (ethyl 5-chloro-3-thiophenylindole -2-carboxylate), ClC1=CC=C(CCl)C=C1 (p-chlorobenzyl chloride), solution, CC=1C(=C(C([SiH-](C1)(C)C)C)C)C.[K+] (potassium hexamethylsilamide), resultant mixture. The reagents and catalysts are [Br-].C(CCC)[N+](CCCC)(CCCC)CCCC (tetra-n-butylammonium bromide). Solvent: CCOCC (ether), O1CCCC1 (tetrahydrofuran), C1(=CC=CC=C1)C (toluene), CN(P(N(C)C)(N(C)C)=O)C (hexamethylphosphoric triamide). Yields the product ClC1=CC=C(CN2C(=C(C3=CC(=CC=C23)Cl)C=2SC=CC2)C(=O)OCC)C=C1 (Ethyl 1-(p-chlorobenzyl)-5-chloro-3-thiophenylindole-2-carboxylate). Reaction SMILES: [Cl:1][C:2]1[CH:3]=[C:4]2[C:8](=[CH:9][CH:10]=1)[NH:7][C:6]([C:11]([O:13][CH2:14][CH3:15])=[O:12])=[C:5]2[C:16]1[S:17][CH:18]=[CH:19][CH:20]=1.CC1C(C)=C(C)C(C)[SiH-](C)(C)C=1.[K+].[Cl:34][C:35]1[CH:42]=[CH:41][C:38]([CH2:39]Cl)=[CH:37][CH:36]=1.[Cl-].[NH4+]>O1CCCC1.C1(C)C=CC=CC=1.[Br-].C([N+](CCCC)(CCCC)CCCC)CCC.CCOCC.CN(C)P(=O)(N(C)C)N(C)C>[Cl:34][C:35]1[CH:42]=[CH:41][C:38]([CH2:39][N:7]2[C:8]3[C:4](=[CH:3][C:2]([Cl:1])=[CH:10][CH:9]=3)[C:5]([C:16]3[S:17][CH:18]=[CH:19][CH:20]=3)=[C:6]2[C:11]([O:13][CH2:14][CH3:15])=[O:12])=[CH:37][CH:36]=1 |f:1.2,4.5,8.9|. Reported procedure: To a cold (78°), stirred solution containing 664 mg of ethyl 5-chloro-3-thiophenylindole -2-carboxylate from Preparation 5 in 3.5 mL of dry tetrahydrofuran, under argon, was added 3.5 mL of a 0.62M solution of potassium hexamethylsilamide in toluene. The reaction mixture was stirred at -78° for 1 h and at 0° for 1 h then recooled to -78°. 0.75 mL of p-chlorobenzyl chloride. 1.0 mL of hexamethylphosphoric triamide and 20 mg of tetra-n-butylammonium bromide were then added. The resultant mixture w... Starting materials: Fc1cc(OC(F)(F)c2c(F)cc(Br)cc2F)cc(F)c1C(F)(F)F, CCC1CCC(c2ccc(B(O)O)c(F)c2)CC1, C1CCOC1, NN, [OH-], O. Product: CCC1CCC(c2ccc(-c3cc(F)c(C(F)(F)Oc4cc(F)c(C(F)(F)F)c(F)c4)c(F)c3)c(F)c2)CC1. RXN SMILES: [Br:4][c:5]1[cH:6][c:7]([F:28])[c:8]([C:12]([O:13][c:14]2[cH:15][c:16]([F:25])[c:17]([C:21]([F:22])([F:23])[F:24])[c:18]([F:20])[cH:19]2)([F:26])[F:27])[c:9]([F:11])[cH:10]1.[CH2:29]([CH3:30])[CH:31]1[CH2:32][CH2:33][CH:34]([c:37]2[cH:38][c:39]([F:46])[c:40]([B:43]([OH:44])[OH:45])[cH:41][cH:42]2)[CH2:35][CH2:36]1.[CH2:48]1[O:49][CH2:50][CH2:51][CH2:52]1.[NH2:2][NH2:3].[OH-:1].[OH2:47]>>[c:5]1(-[c:40]2[c:39]([F:46])[cH:38][c:37]([CH:34]3[CH2:33][CH2:32][CH:31]([CH2:29][CH3:30])[CH2:36][CH2:35]3)[cH:42][cH:41]2)[cH:6][c:7]([F:28])[c:8]([C:12]([O:13][c:14]2[cH:15][c:16]([F:25])[c:17]([C:21]([F:22])([F:23])[F:24])[c:18]([F:20])[cH:19]2)([F:26])[F:27])[c:9]([F:11])[cH:10]1. Starting materials: solution, Cl (hydrogen chloride), C(C1=CC=CC=C1)O[C@@H]([C@H](OC1=NC(=NC=C1C(F)(F)F)Cl)C)C (4-((1R,2R)-2-benzyloxy-1-methyl-propoxy)-2-chloro-5-trifluoromethyl-pyrimidine), NC1=CC=C(C=C1)S(=O)(=NC(C(F)(F)F)=O)C1CC1 ((RS)-S-(4-aminophenyl)-S-cyclopropyl-N-(trifluoroacetyl)sulfoximide). Run in O1CCOCC1 (dioxane), C(C)#N (acetonitrile), C(C)(=O)OCC (ethyl acetate). Run at temperature 80 celsius, time 5 hour. Product: C(C1=CC=CC=C1)O[C@@H]([C@@H](C)OC1=NC(=NC=C1C(F)(F)F)NC1=CC=C(C=C1)S(=O)(=NC(C(F)(F)F)=O)C1CC1)C ((RS)-S-(4-{[4-{[(1R,2R)-2-(Benzyloxy)-1-methylpropyl]oxy}-5-(trifluoromethyl)pyrimidin-2-yl]amino}phenyl)-S-cyclopropyl-N-(trifluoroacetyl)sulfoximide). Isolated yield 55.6%. RXN SMILES: Cl.[CH2:2]([O:9][C@H:10]([CH3:25])[C@@H:11]([CH3:24])[O:12][C:13]1[C:18]([C:19]([F:22])([F:21])[F:20])=[CH:17][N:16]=[C:15](Cl)[N:14]=1)[C:3]1[CH:8]=[CH:7][CH:6]=[CH:5][CH:4]=1.[NH2:26][C:27]1[CH:32]=[CH:31][C:30]([S:33]([CH:42]2[CH2:44][CH2:43]2)(=[N:35][C:36](=[O:41])[C:37]([F:40])([F:39])[F:38])=[O:34])=[CH:29][CH:28]=1>O1CCOCC1.C(#N)C.C(OCC)(=O)C>[CH2:2]([O:9][C@H:10]([CH3:25])[C@H:11]([O:12][C:13]1[C:18]([C:19]([F:22])([F:21])[F:20])=[CH:17][N:16]=[C:15]([NH:26][C:27]2[CH:28]=[CH:29][C:30]([S:33]([CH:42]3[CH2:44][CH2:43]3)(=[N:35][C:36](=[O:41])[C:37]([F:40])([F:38])[F:39])=[O:34])=[CH:31][CH:32]=2)[N:14]=1)[CH3:24])[C:3]1[CH:8]=[CH:7][CH:6]=[CH:5][CH:4]=1. Procedure details: 0.96 ml of 4N solution of hydrogen chloride in dioxane was added to 1.39 g (3.85 mmol) of 4-((1R,2R)-2-benzyloxy-1-methyl-propoxy)-2-chloro-5-trifluoromethyl-pyrimidine and 1.35 g (4.62 mmol) (RS)-S-(4-aminophenyl)-S-cyclopropyl-N-(trifluoroacetyl)sulfoximide in 18.8 ml acetonitrile and stirred for 5 hours at 80° C. After cooling, the mixture was diluted with ethyl acetate and washed with saturated sodium hydrogencarbonate solution and saturated sodium chloride solution, dried (Na2SO4), filtered... Reactants: CN1C(NC(C2=CC=CC=C12)=O)=O (1-methylquinazoline-2,4-dione), C(CC)N(CCC)CCC (tri-n-propylamine), P(=O)(Cl)(Cl)Cl (phosphorus oxychloride), resultant mixture, [OH-].[Na+] (sodium hydroxide). The solvent is C(CC)N(CCC)CCC.C(Cl)(Cl)Cl (tri-n-propylamine chloroform). Reaction conditions: time 1 hour. Product: ClC1=NC(N(C2=CC=CC=C12)C)=O (4-chloro-1-methyl-1H-quinazoline-2-one). As a reaction SMILES: [CH3:1][N:2]1[C:11]2[C:6](=[CH:7][CH:8]=[CH:9][CH:10]=2)[C:5](=O)[NH:4][C:3]1=[O:13].C(N(CCC)CCC)CC.P(Cl)(Cl)([Cl:26])=O.[OH-].[Na+]>C(N(CCC)CCC)CC.C(Cl)(Cl)Cl>[Cl:26][C:5]1[C:6]2[C:11](=[CH:10][CH:9]=[CH:8][CH:7]=2)[N:2]([CH3:1])[C:3](=[O:13])[N:4]=1 |f:3.4,5.6|. Reported procedure: A mixture of 1-methylquinazoline-2,4-dione (8.8 g), tri-n-propylamine (8.6 g) and phosphorus oxychloride (80 ml) was stirred for 1 hour at 110°-120° C. The resultant mixture was cooled to ambient temperature and concentrated under reduced pressure to give a residue, which was dissolved in 2% tri-n-propylamine-chloroform solution. The solution was added dropwise to a mixture of 2 N sodium hydroxide aqueous solution and ice at alkaline pH. The aqueous layer was separated and extracted twice with c... Starting materials: CC(=O)C.OS(=O)(=O)O.O=[Cr](=O)=O (Jones' reagent), C(C)(C)N(C(COC1=CC=C(C=C1)C1=CC=C(C=C1)C=O)=O)C(C)C (N,N-bis-(isopropyl)-2-[[4'-formyl-(1,1'-biphenyl)-4-yl]oxy]-acetamide). The solvent is CC(=O)C (acetone). Run at time 7 hour. The product is C(C)(C)N(C(COC1=CC=C(C=C1)C1=CC=C(C=C1)C(=O)O)=O)C(C)C (4'-[2-[bis-(isopropyl)-amino]-2-oxoethoxy)-(1,1'-biphenyl)-4-carboxylic acid). Reaction SMILES: CC(C)=[O:3].OS(O)(=O)=O.O=[Cr](=O)=O.[CH:14]([N:17]([CH:36]([CH3:38])[CH3:37])[C:18](=[O:35])[CH2:19][O:20][C:21]1[CH:26]=[CH:25][C:24]([C:27]2[CH:32]=[CH:31][C:30]([CH:33]=[O:34])=[CH:29][CH:28]=2)=[CH:23][CH:22]=1)([CH3:16])[CH3:15]>CC(C)=O>[CH:36]([N:17]([CH:14]([CH3:16])[CH3:15])[C:18](=[O:35])[CH2:19][O:20][C:21]1[CH:26]=[CH:25][C:24]([C:27]2[CH:28]=[CH:29][C:30]([C:33]([OH:3])=[O:34])=[CH:31][CH:32]=2)=[CH:23][CH:22]=1)([CH3:38])[CH3:37] |f:0.1.2|. Procedure: 0.85 ml of Jones' reagent were introduced under an inert gas atmosphere into a solution of 741 mg of the product of stage B in 10 ml of acetone and the mixture was stirred for 7 hours. The precipitate formed was filtered off and dried to obtain 620 mg of the expected product with a Rf=0.5 (dichloromethane/methanol 9/1). Starting materials: FCCN(C1=NN2C(C=C(C=C2)NC(=O)C2=C(C=NN2C)C(=O)O)=N1)C (5-(2-((2-fluoroethyl)(methyl)amino)-[1,2,4]triazolo[1,5-a]pyridin-7-ylcarbamoyl)-1-methyl-1H-pyrazole-4-carboxylic acid), N1CCC1 (azetidine), CCCP(=O)=O (propylphosphonic anhydride). The solvent is O1CCCC1 (tetrahydrofuran). Run at temperature 25 celsius, time 18 hour. Yields the product FCCN(C1=NN2C(C=C(C=C2)NC(=O)C=2N(N=CC2C(=O)N2CCC2)C)=N1)C (4-(azetidine-1-carbonyl)-2-methyl-2H-pyrazole-3-carboxylic acid {2-[(2-fluoro-ethyl)-methyl-amino]-[1,2,4]triazolo[1,5-a]pyridin-7-yl}-amide). Isolated yield 83.8%. RXN SMILES: [F:1][CH2:2][CH2:3][N:4]([CH3:26])[C:5]1[N:25]=[C:8]2[CH:9]=[C:10]([NH:13][C:14]([C:16]3[N:20]([CH3:21])[N:19]=[CH:18][C:17]=3[C:22](O)=[O:23])=[O:15])[CH:11]=[CH:12][N:7]2[N:6]=1.[NH:27]1[CH2:30][CH2:29][CH2:28]1.CCCP(=O)=O>O1CCCC1>[F:1][CH2:2][CH2:3][N:4]([CH3:26])[C:5]1[N:25]=[C:8]2[CH:9]=[C:10]([NH:13][C:14]([C:16]3[N:20]([CH3:21])[N:19]=[CH:18][C:17]=3[C:22]([N:27]3[CH2:30][CH2:29][CH2:28]3)=[O:23])=[O:15])[CH:11]=[CH:12][N:7]2[N:6]=1. Procedure: A mixture of 5-(2-((2-fluoroethyl)(methyl)amino)-[1,2,4]triazolo[1,5-a]pyridin-7-ylcarbamoyl)-1-methyl-1H-pyrazole-4-carboxylic acid (100 mg, 277 μmol), azetidine (74.6 μl, 1.11 mmol) and propylphosphonic anhydride (50% in ethyl acetate, 408 μl, 692 μmol) in tetrahydrofuran (5 ml) was stirred for 18 hours at 25° C. The solvent was evaporated, the residue was triturated with sodium hydrogencarbonate solution. The precipitated solid was filtered off, washed with water and dried in vacuo affording ... Reactants: O=C([O-])[O-], COC(=O)c1cc2cc(S)ccc2o1, CC#N, Cc1nc(-c2ccc(C(F)(F)F)cc2)sc1CCl, [Cs+], [Cs+]. The product is COC(=O)c1cc2cc(SCc3sc(-c4ccc(C(F)(F)F)cc4)nc3C)ccc2o1. RXN SMILES: [C:33](=[O:34])([O-:35])[O-:36].[CH3:1][O:2][C:3](=[O:4])[c:5]1[o:6][c:7]2[c:8]([cH:9]1)[cH:10][c:11]([SH:14])[cH:12][cH:13]2.[CH3:39][C:40]#[N:41].[Cl:15][CH2:16][c:17]1[c:18]([CH3:32])[n:19][c:20](-[c:22]2[cH:23][cH:24][c:25]([C:28]([F:29])([F:30])[F:31])[cH:26][cH:27]2)[s:21]1.[Cs+:37].[Cs+:38]>>[CH3:1][O:2][C:3](=[O:4])[c:5]1[o:6][c:7]2[c:8]([cH:9]1)[cH:10][c:11]([S:14][CH2:16][c:17]1[c:18]([CH3:32])[n:19][c:20](-[c:22]3[cH:23][cH:24][c:25]([C:28]([F:29])([F:30])[F:31])[cH:26][cH:27]3)[s:21]1)[cH:12][cH:13]2.